Dataset: the Open Reaction Database (ORD), a public repository of structured organic reaction records. Task: describe an organic reaction: reactants, conditions, products, and yield Procedure details: A solution of 1-butyl-3-indolecarboxylic acid (20.0 g, 0.092 mol), prepared as Example 13, in 450 mL of THF was cooled to -40° C. under argon. n-Butyllithium (2.5 M in hexane, 73.7 mL, 0.184 mol) was added at a rate such that the reaction temperature remained below -25° C. and then the mixture was allowed to warm to 0° C. The mixture was let stand for 30 minutes, cooled to -40° C. and then zinc chloride (1 M in diethyl ether, 220 mL, 0.219 mol), tetrakis(triphenylphosphine)palladium(0) (2.03 g, ... Isolated yield 91.1%. The product is C(CCC)N1C(=C(C2=CC=CC=C12)C(=O)O)CC1=CC=C(C=C1)C1=C(C=CC=C1)C=1N=NN(N1)C(C)(C1=CC=CC=C1)C (1-butyl-2-{2'-[2-(1-methyl-1-phenylethyl)-2H-tetrazol-5-yl]biphenyl-4-ylmethyl}1H-indole-3-carboxylic acid). Run at temperature 0 celsius. Reactants: C(CCC)N1C=C(C2=CC=CC=C12)C(=O)O (1-butyl-3-indolecarboxylic acid), C(CCC)[Li] (n-Butyllithium), BrCC1=CC=C(C=C1)C1=C(C=CC=C1)C=1N=NN(N1)C(C)(C1=CC=CC=C1)C (4-bromomethyl-2'-[2-(1-methyl-1-phenylethyl)-2H-tetrazol-5-yl]biphenyl), [OH-].[Na+] (sodium hydroxide). Solvent: C1CCOC1 (THF), C(C)(=O)OCC (ethyl acetate). Reagents/catalysts: [Cl-].[Zn+2].[Cl-] (zinc chloride), C=1C=CC(=CC1)[P](C=2C=CC=CC2)(C=3C=CC=CC3)[Pd]([P](C=4C=CC=CC4)(C=5C=CC=CC5)C=6C=CC=CC6)([P](C=7C=CC=CC7)(C=8C=CC=CC8)C=9C=CC=CC9)[P](C=1C=CC=CC1)(C=1C=CC=CC1)C=1C=CC=CC1 (tetrakis(triphenylphosphine)palladium(0)). RXN SMILES: [CH2:1]([N:5]1[C:13]2[C:8](=[CH:9][CH:10]=[CH:11][CH:12]=2)[C:7]([C:14]([OH:16])=[O:15])=[CH:6]1)[CH2:2][CH2:3][CH3:4].C([Li])CCC.Br[CH2:23][C:24]1[CH:29]=[CH:28][C:27]([C:30]2[CH:35]=[CH:34][CH:33]=[CH:32][C:31]=2[C:36]2[N:37]=[N:38][N:39]([C:41]([CH3:49])([C:43]3[CH:48]=[CH:47][CH:46]=[CH:45][CH:44]=3)[CH3:42])[N:40]=2)=[CH:26][CH:25]=1.[OH-].[Na+]>C1COCC1.[Cl-].[Zn+2].[Cl-].C1C=CC([P]([Pd]([P](C2C=CC=CC=2)(C2C=CC=CC=2)C2C=CC=CC=2)([P](C2C=CC=CC=2)(C2C=CC=CC=2)C2C=CC=CC=2)[P](C2C=CC=CC=2)(C2C=CC=CC=2)C2C=CC=CC=2)(C2C=CC=CC=2)C2C=CC=CC=2)=CC=1.C(OCC)(=O)C>[CH2:1]([N:5]1[C:13]2[C:8](=[CH:9][CH:10]=[CH:11][CH:12]=2)[C:7]([C:14]([OH:16])=[O:15])=[C:6]1[CH2:23][C:24]1[CH:25]=[CH:26][C:27]([C:30]2[CH:35]=[CH:34][CH:33]=[CH:32][C:31]=2[C:36]2[N:37]=[N:38][N:39]([C:41]([CH3:49])([C:43]3[CH:48]=[CH:47][CH:46]=[CH:45][CH:44]=3)[CH3:42])[N:40]=2)=[CH:28][CH:29]=1)[CH2:2][CH2:3][CH3:4] |f:3.4,6.7.8,^1:63,65,84,103|. The reactants are CN(C)C=O, [Cl-], CSc1nsc(Cl)n1, [H-], [Na+], [Na+], OCc1cncnc1. Product: CSc1nsc(OCc2cncnc2)n1. As a reaction SMILES: [CH3:21][N:22]([CH3:23])[CH:24]=[O:25].[Cl-:20].[Cl:1][c:2]1[n:3][c:4]([S:7][CH3:8])[n:5][s:6]1.[H-:17].[Na+:18].[Na+:19].[n:9]1[cH:10][n:11][cH:12][c:13]([CH2:15][OH:16])[cH:14]1>>[c:2]1([O:16][CH2:15][c:13]2[cH:12][n:11][cH:10][n:9][cH:14]2)[n:3][c:4]([S:7][CH3:8])[n:5][s:6]1. Procedure details: The title compound was prepared from 2-trifluoromethylbenzaldehyde, 3-aminopyrazole and ethyl 3-ketohexanoate in the same manner as in Example 25. Starting materials: FC(C1=C(C=O)C=CC=C1)(F)F (2-trifluoromethylbenzaldehyde), NC1=NNC=C1 (3-aminopyrazole), O=C(CC(=O)OCC)CCC (ethyl 3-ketohexanoate). Product: C(CC)C1=C(C(C=2C(N1)=NNC2)C2=C(C=CC=C2)C(F)(F)F)C(=O)OCC (Ethyl 4,7-dihydro-6-propyl-4-(2-trifluoromethylphenyl)-2H-pyrazolo[3,4-b]pyridine-5-carboxylate). Reaction SMILES: [F:1][C:2]([F:12])([F:11])[C:3]1[CH:10]=[CH:9][CH:8]=[CH:7][C:4]=1[CH:5]=O.[NH2:13][C:14]1[CH:18]=[CH:17][NH:16][N:15]=1.O=[C:20]([CH2:27][CH2:28][CH3:29])[CH2:21][C:22]([O:24][CH2:25][CH3:26])=[O:23]>>[CH2:27]([C:20]1[NH:13][C:14]2=[N:15][NH:16][CH:17]=[C:18]2[CH:5]([C:4]2[CH:7]=[CH:8][CH:9]=[CH:10][C:3]=2[C:2]([F:12])([F:11])[F:1])[C:21]=1[C:22]([O:24][CH2:25][CH3:26])=[O:23])[CH2:28][CH3:29]. Starting materials: CC(CCCCCCCCCCCCCNC1=CC=C(C(=O)OCC)C=C1)C (ethyl 4-(14-methylpentadecyl)aminobenzoate), Cl (hydrochloric acid), [OH-].[K+] (potassium hydroxide), C(C)O (ethanol). The solvent is O (water). The product is CC(CCCCCCCCCCCCCNC1=CC=C(C(=O)O)C=C1)C (4-(14-methylpentadecyl)aminobenzoic acid). Reaction SMILES: [CH3:1][CH:2]([CH3:28])[CH2:3][CH2:4][CH2:5][CH2:6][CH2:7][CH2:8][CH2:9][CH2:10][CH2:11][CH2:12][CH2:13][CH2:14][CH2:15][NH:16][C:17]1[CH:27]=[CH:26][C:20]([C:21]([O:23]CC)=[O:22])=[CH:19][CH:18]=1.[OH-].[K+].C(O)C.Cl>O>[CH3:1][CH:2]([CH3:28])[CH2:3][CH2:4][CH2:5][CH2:6][CH2:7][CH2:8][CH2:9][CH2:10][CH2:11][CH2:12][CH2:13][CH2:14][CH2:15][NH:16][C:17]1[CH:18]=[CH:19][C:20]([C:21]([OH:23])=[O:22])=[CH:26][CH:27]=1 |f:1.2|. Reported procedure: A 4 g. (10.3 m mole) sample of ethyl 4-(14-methylpentadecyl)aminobenzoate is hydrolyzed with 2.0 g. (3 eq) 85% potassium hydroxide in 60 ml. 95% ethanol by refluxing the solution for 5 hours. The solution is cooled, diluted with 100 ml. water and acidified to pH 4.5 with 37% hydrochloric acid. The precipitate is collected and dried in vacuo to yield the title compound as a white powder.